The task is: describe an organic reaction: reactants, conditions, products, and yield. This data is from the Open Reaction Database (ORD), a public repository of structured organic reaction records. The reactants are C(C)(=O)[O-].[Na+] (sodium acetate), ClC1=CC=C(C=C1)CC(C(F)(F)F)=O (3-(p-chlorophenyl)-1,1,1-trifluoro-2-propanone), Cl.NO (hydroxylamine hydrochloride). The solvent is O (water), O (water), C(C)O (ethanol), O (water). Yields the product ClC1=CC=C(C=C1)CC(C(F)(F)F)=NO (3-(p-Chlorophenyl)-1,1,1,-trifluoro-2-propanone oxime). Isolated yield 110.7%. Reaction SMILES: [Cl:1][C:2]1[CH:7]=[CH:6][C:5]([CH2:8][C:9](=O)[C:10]([F:13])([F:12])[F:11])=[CH:4][CH:3]=1.Cl.[NH2:16][OH:17].C([O-])(=O)C.[Na+]>C(O)C.O>[Cl:1][C:2]1[CH:7]=[CH:6][C:5]([CH2:8][C:9](=[N:16][OH:17])[C:10]([F:13])([F:12])[F:11])=[CH:4][CH:3]=1 |f:1.2,3.4|. Procedure: A solution of 3-(p-chlorophenyl)-1,1,1-trifluoro-2-propanone (10.0 g, 0.045 mol) in ethanol (60 mL) is treated with a solution of hydroxylamine hydrochloride (4.68 g, 0.067 mol) in water (20 mL) and then with a solution of sodium acetate (5.53 g, 0.067 mol) in water (20 mL). The reaction mixture is refluxed for 2 hours, cooled, diluted with water, and extracted with ether. The combined ether extracts are washed sequentially with water and brine, dried (Na2SO4) and evaporated to a liquid which so... Reactants: O=C1N(C(C2=C(N1)C=C(S2)C2=CC=CC=C2)=O)C2CCN(CC2)C(=O)OC(C)(C)C (tert-butyl 4-(2,4-dioxo-6-phenyl-1,4-dihydrothieno[3,2-d]pyrimidin-3(2H)-yl)piperidine-1-carboxylate), ClCC=1C=NN(C1)CC (4-(chloromethyl)-1-ethyl-1H-pyrazole), ClCC=1C=NN(C1)CC (4-(chloromethyl)-1-ethyl-1H-pyrazole), C([O-])([O-])=O.[K+].[K+] (potassium carbonate). Run in CN(C)C=O (DMF). The product is C(C)N1N=CC(=C1)CN1C(N(C(C2=C1C=C(S2)C2=CC=CC=C2)=O)C2CCN(CC2)C(=O)OC(C)(C)C)=O (tert-butyl 4-{1-[(1-ethyl-1H-pyrazol-4-yl)methyl]-2,4-dioxo-6-phenyl-1,4-dihydrothieno[3,2-d]pyrimidin-3(2H)-yl}piperidine-1-carboxylate). Reaction SMILES: [O:1]=[C:2]1[NH:7][C:6]2[CH:8]=[C:9]([C:11]3[CH:16]=[CH:15][CH:14]=[CH:13][CH:12]=3)[S:10][C:5]=2[C:4](=[O:17])[N:3]1[CH:18]1[CH2:23][CH2:22][N:21]([C:24]([O:26][C:27]([CH3:30])([CH3:29])[CH3:28])=[O:25])[CH2:20][CH2:19]1.Cl[CH2:32][C:33]1[CH:34]=[N:35][N:36]([CH2:38][CH3:39])[CH:37]=1.C(=O)([O-])[O-].[K+].[K+]>CN(C=O)C>[CH2:38]([N:36]1[CH:37]=[C:33]([CH2:32][N:7]2[C:6]3[CH:8]=[C:9]([C:11]4[CH:16]=[CH:15][CH:14]=[CH:13][CH:12]=4)[S:10][C:5]=3[C:4](=[O:17])[N:3]([CH:18]3[CH2:23][CH2:22][N:21]([C:24]([O:26][C:27]([CH3:30])([CH3:29])[CH3:28])=[O:25])[CH2:20][CH2:19]3)[C:2]2=[O:1])[CH:34]=[N:35]1)[CH3:39] |f:2.3.4|. Reported procedure: According to GP1 tert-butyl 4-(2,4-dioxo-6-phenyl-1,4-dihydrothieno[3,2-d]pyrimidin-3(2H)-yl)piperidine-1-carboxylate (1.29 g; compound B50) is reacted with 4-(chloromethyl)-1-ethyl-1H-pyrazole (434 mg; compound D16) in the presence of potassium carbonate (832 mg) in DMF (20 ml). Using WU2 the title compound is obtained after flash column chromatography [silica gel, eluent: cyclohexane/EtOAc, 3/2 (v/v)] as a solid. Reactants: CC(=O)SC1CC(=O)N1C(Cl)C(=O)OCc1ccc([N+](=O)[O-])cc1, C1COCCO1, c1ccc(P(c2ccccc2)c2ccccc2)cc1. The product is CC(=O)SC1CC(=O)N1C(C(=O)OCc1ccc([N+](=O)[O-])cc1)=P(c1ccccc1)(c1ccccc1)c1ccccc1. As a reaction SMILES: [N+:20](=[O:21])([O-:22])[c:23]1[cH:24][cH:25][c:26]([CH2:27][O:28][C:29]([CH:30]([Cl:31])[N:32]2[C:33](=[O:40])[CH2:34][CH:35]2[S:36][C:37]([CH3:38])=[O:39])=[O:41])[cH:42][cH:43]1.[O:44]1[CH2:45][CH2:46][O:47][CH2:48][CH2:49]1.[c:1]1([P:7]([c:8]2[cH:9][cH:10][cH:11][cH:12][cH:13]2)[c:14]2[cH:15][cH:16][cH:17][cH:18][cH:19]2)[cH:2][cH:3][cH:4][cH:5][cH:6]1>>[c:1]1([P:7]([c:8]2[cH:9][cH:10][cH:11][cH:12][cH:13]2)([c:14]2[cH:15][cH:16][cH:17][cH:18][cH:19]2)=[C:30]([C:29]([O:28][CH2:27][c:26]2[cH:25][cH:24][c:23]([N+:20](=[O:21])[O-:22])[cH:43][cH:42]2)=[O:41])[N:32]2[C:33](=[O:40])[CH2:34][CH:35]2[S:36][C:37]([CH3:38])=[O:39])[cH:2][cH:3][cH:4][cH:5][cH:6]1. The reactants are COC1=C(C(=O)C2=C(C=NC=C2OC)Cl)C(=CC(=C1OC)OC)C (4-(2,3,4-trimethoxy-6-methylbenzoyl)-3-chloro-5-methoxypyridine), ClC1=CC(=CC=C1)C(=O)OO (m-chloroperbenzoic acid), [OH-].[Na+] (sodium hydroxide). The solvent is C(Cl)(Cl)Cl (chloroform). Conditions: time 2 hour. Yields the product COC1=C(C(=O)C2=C(C=[N+](C=C2OC)[O-])Cl)C(=CC(=C1OC)OC)C (4-(2,3,4-trimethoxy-6-methylbenzoyl)-3-chloro-5-methoxypyridine-N-oxide). Isolated yield 951.7%. Reaction SMILES: [CH3:1][O:2][C:3]1[C:19]([O:20][CH3:21])=[C:18]([O:22][CH3:23])[CH:17]=[C:16]([CH3:24])[C:4]=1[C:5]([C:7]1[C:12]([O:13][CH3:14])=[CH:11][N:10]=[CH:9][C:8]=1[Cl:15])=[O:6].ClC1C=CC=C(C(OO)=[O:33])C=1.[OH-].[Na+]>C(Cl)(Cl)Cl>[CH3:1][O:2][C:3]1[C:19]([O:20][CH3:21])=[C:18]([O:22][CH3:23])[CH:17]=[C:16]([CH3:24])[C:4]=1[C:5]([C:7]1[C:12]([O:13][CH3:14])=[CH:11][N+:10]([O-:33])=[CH:9][C:8]=1[Cl:15])=[O:6] |f:2.3|. Procedure details: A chloroform (60 ml) solution of 3.4 g (1 mmol) of 4-(2,3,4-trimethoxy-6-methylbenzoyl)-3-chloro-5-methoxypyridine (compound No. 244) was cooled with ice, 4.1 g (1.6 mmol) of m-chloroperbenzoic acid was added thereto, followed by stirring under cooling with ice for 2 hours, and stirring was further conducted at room temperature for 2 hours. 30 ml of a 0.5 mol/l aqueous sodium hydroxide solution was added to the mixture to terminate the reaction, the organic layer was dried over anhydrous sodium ...